Dataset: the Open Reaction Database (ORD), a public repository of structured organic reaction records. Task: describe an organic reaction: reactants, conditions, products, and yield Reactants: [Al+3], CCc1cccc2c3c([nH]c12)C(CC)(CC(N)=O)OCC3, C1CCOC1, [H-], [H-], [H-], [H-], [Li+]. Yields the product CCc1cccc2c3c([nH]c12)C(CC)(CC=N)OCC3. Reaction SMILES: [Al+3:23].[CH2:1]([CH3:2])[C:3]1([CH2:18][C:19](=[O:20])[NH2:21])[O:4][CH2:5][CH2:6][c:7]2[c:8]1[nH:9][c:10]1[c:11]([CH2:16][CH3:17])[cH:12][cH:13][cH:14][c:15]21.[CH2:28]1[O:29][CH2:30][CH2:31][CH2:32]1.[H-:22].[H-:25].[H-:26].[H-:27].[Li+:24]>>[CH2:1]([CH3:2])[C:3]1([CH2:18][CH:19]=[NH:21])[O:4][CH2:5][CH2:6][c:7]2[c:8]1[nH:9][c:10]1[c:11]([CH2:16][CH3:17])[cH:12][cH:13][cH:14][c:15]21. The reactants are C(C)(C)(C)OC(NC=1OCC[C@@](N1)(C)C1=C(C=CC(=C1)N)F)=O ([(S)-4-(5-amino-2-fluoro-phenyl)-4-methyl-5,6-dihydro-4H-[1,3]oxazin-2-yl]-carbamic acid tert-butyl ester), F1, N1=C(C=CC=C1)C(=O)O (pyridine-2-carboxylic acid). The product is NC=1OCC[C@@](N1)(C)C=1C=C(C=CC1F)NC(=O)C1=NC=CC=C1 (Pyridine-2-carboxylic acid [3-((S)-2-amino-4-methyl-5,6-dihydro-4H-[1,3]oxazin-4-yl)-4-fluoro-phenyl]-amide). RXN SMILES: C(OC(=O)[NH:7][C:8]1[O:9][CH2:10][CH2:11][C@:12]([C:15]2[CH:20]=[C:19]([NH2:21])[CH:18]=[CH:17][C:16]=2[F:22])([CH3:14])[N:13]=1)(C)(C)C.[N:24]1[CH:29]=[CH:28][CH:27]=[CH:26][C:25]=1[C:30](O)=[O:31]>>[NH2:7][C:8]1[O:9][CH2:10][CH2:11][C@:12]([C:15]2[CH:20]=[C:19]([NH:21][C:30]([C:25]3[CH:26]=[CH:27][CH:28]=[CH:29][N:24]=3)=[O:31])[CH:18]=[CH:17][C:16]=2[F:22])([CH3:14])[N:13]=1. Reported procedure: The coupling of [(S)-4-(5-amino-2-fluoro-phenyl)-4-methyl-5,6-dihydro-4H-[1,3]oxazin-2-yl]-carbamic acid tert-butyl ester from experiment F1 (R3=Me) and pyridine-2-carboxylic acid followed by deprotection using procedure H yielded the title compound. MS (ESI): m/z=329.0 [M+H]+. Reactants: Cl.Cl.ClC1=CC=C(C=C1)N1CCNCC1 (1-(4-chlorophenyl)piperazine dihydrochloride), ClS(=O)(=O)C=1C=C(C(=O)O)C=CC1 (3-(chlorosulfonyl)benzoic acid), C(C)(C)N(CC)C(C)C (diisopropylethylamine). The solvent is ClCCl (dichloromethane). Conditions: time 8 hour. Product: ClC1=CC=C(C=C1)N1CCN(CC1)S(=O)(=O)C=1C=C(C(=O)O)C=CC1 (3-[4-(4-Chlorophenyl)piperazine-1-sulfonyl]benzoic acid). The yield is 38.1%. Reaction SMILES: Cl.Cl.[Cl:3][C:4]1[CH:9]=[CH:8][C:7]([N:10]2[CH2:15][CH2:14][NH:13][CH2:12][CH2:11]2)=[CH:6][CH:5]=1.Cl[S:17]([C:20]1[CH:21]=[C:22]([CH:26]=[CH:27][CH:28]=1)[C:23]([OH:25])=[O:24])(=[O:19])=[O:18].C(N(C(C)C)CC)(C)C>ClCCl>[Cl:3][C:4]1[CH:5]=[CH:6][C:7]([N:10]2[CH2:15][CH2:14][N:13]([S:17]([C:20]3[CH:21]=[C:22]([CH:26]=[CH:27][CH:28]=3)[C:23]([OH:25])=[O:24])(=[O:19])=[O:18])[CH2:12][CH2:11]2)=[CH:8][CH:9]=1 |f:0.1.2|. Procedure: To a suspension of 1-(4-chlorophenyl)piperazine dihydrochloride (539 mg) and 3-(chlorosulfonyl)benzoic acid (441 mg) in dichloromethane (50 ml) was added diisopropylethylamine (0.8 ml). After stirring overnight at room temperature the reaction mixture was washed with 2N HCl (3×25 ml) and brine (25 ml), dried over MgSO4, filtered and evaporated to give the title compound as white solid (290 mg, 38%). Starting materials: O=C([O-])[O-], CC#N, O=C(Nc1ccc(Cl)cc1)c1cccn(C2CCc3c2cccc3N2CCNCC2)c1=O, OCCI, [K+], [K+]. Product: O=C(Nc1ccc(Cl)cc1)c1cccn(C2CCc3c2cccc3N2CCN(CCO)CC2)c1=O. RXN SMILES: [C:33](=[O:34])([O-:35])[O-:36].[CH3:43][C:44]#[N:45].[Cl:1][c:2]1[cH:3][cH:4][c:5]([NH:8][C:9](=[O:10])[c:11]2[c:12](=[O:32])[n:13]([CH:17]3[CH2:18][CH2:19][c:20]4[c:21]([N:26]5[CH2:27][CH2:28][NH:29][CH2:30][CH2:31]5)[cH:22][cH:23][cH:24][c:25]43)[cH:14][cH:15][cH:16]2)[cH:6][cH:7]1.[I:39][CH2:40][CH2:41][OH:42].[K+:37].[K+:38]>>[Cl:1][c:2]1[cH:3][cH:4][c:5]([NH:8][C:9](=[O:10])[c:11]2[c:12](=[O:32])[n:13]([CH:17]3[CH2:18][CH2:19][c:20]4[c:21]([N:26]5[CH2:27][CH2:28][N:29]([CH2:40][CH2:41][OH:42])[CH2:30][CH2:31]5)[cH:22][cH:23][cH:24][c:25]43)[cH:14][cH:15][cH:16]2)[cH:6][cH:7]1. Product: CN(C)CCN1Cc2cc(C=CC(=O)OC(C)(C)C)cnc2NC1=O. RXN SMILES: [Br:1][c:2]1[cH:3][c:4]2[c:5]([n:16][cH:17]1)[NH:6][C:7](=[O:15])[N:8]([CH2:10][CH2:11][N:12]([CH3:13])[CH3:14])[CH2:9]2.[C:18]([CH:19]=[CH2:20])(=[O:21])[O:22][C:23]([CH3:24])([CH3:25])[CH3:26].[C:27](#[N:28])[CH2:29][CH3:30].[O-:37][C:38]([CH3:39])=[O:40].[O-:41][C:42]([CH3:43])=[O:44].[O:31]=[CH:32][N:33]([CH3:34])[CH3:35].[Pd+2:36]>>[c:2]1([CH:20]=[CH:19][C:18](=[O:21])[O:22][C:23]([CH3:24])([CH3:25])[CH3:26])[cH:3][c:4]2[c:5]([n:16][cH:17]1)[NH:6][C:7](=[O:15])[N:8]([CH2:10][CH2:11][N:12]([CH3:13])[CH3:14])[CH2:9]2. The reactants are CN(C)CCN1Cc2cc(Br)cnc2NC1=O, C=CC(=O)OC(C)(C)C, CCC#N, CC(=O)[O-], CC(=O)[O-], CN(C)C=O, [Pd+2]. Reaction SMILES: [Br-:17].[CH3:1][O:2][N:3]([C:4](=[O:5])[c:6]1[c:7]([NH2:15])[n:8][c:9]([S:12][CH2:13][CH3:14])[n:10][cH:11]1)[CH3:16].[O:26]1[CH2:27][CH2:28][CH2:29][CH2:30]1.[c:18]1([CH3:25])[cH:19][cH:20][c:21]([Mg+:24])[cH:22][cH:23]1>>[C:4](=[O:5])([c:6]1[c:7]([NH2:15])[n:8][c:9]([S:12][CH2:13][CH3:14])[n:10][cH:11]1)[c:21]1[cH:20][cH:19][c:18]([CH3:25])[cH:23][cH:22]1. Yields the product CCSc1ncc(C(=O)c2ccc(C)cc2)c(N)n1. Reactants: [Br-], CCSc1ncc(C(=O)N(C)OC)c(N)n1, C1CCOC1, Cc1ccc([Mg+])cc1.